The task is: describe an organic reaction: reactants, conditions, products, and yield. This data is from the Open Reaction Database (ORD), a public repository of structured organic reaction records. Starting materials: CN=C=S, CCO, c1nc2c([nH]1)CCNC2. Yields the product CNC(=S)N1CCc2[nH]cnc2C1. As a reaction SMILES: [CH3:10][N:11]=[C:12]=[S:13].[CH3:14][CH2:15][OH:16].[nH:1]1[cH:2][n:3][c:4]2[c:9]1[CH2:8][CH2:7][NH:6][CH2:5]2>>[nH:1]1[cH:2][n:3][c:4]2[c:9]1[CH2:8][CH2:7][N:6]([C:12]([NH:11][CH3:10])=[S:13])[CH2:5]2. Starting materials: COC(=O)c1cc(CCc2cc(OC)ccc2OC)ccc1NC(C)=O, CO, Cl, [Na+], [OH-]. Yields the product COC(=O)c1cc(CCc2cc(OC)ccc2OC)ccc1N. RXN SMILES: [CH3:1][O:2][C:3]([c:4]1[c:5]([NH:22][C:23](=[O:24])[CH3:25])[cH:6][cH:7][c:8]([CH2:10][CH2:11][c:12]2[c:13]([O:20][CH3:21])[cH:14][cH:15][c:16]([O:18][CH3:19])[cH:17]2)[cH:9]1)=[O:26].[CH3:30][OH:31].[ClH:27].[Na+:29].[OH-:28]>>[CH3:1][O:2][C:3]([c:4]1[c:5]([NH2:22])[cH:6][cH:7][c:8]([CH2:10][CH2:11][c:12]2[c:13]([O:20][CH3:21])[cH:14][cH:15][c:16]([O:18][CH3:19])[cH:17]2)[cH:9]1)=[O:26].